From a dataset of the Open Reaction Database (ORD), a public repository of structured organic reaction records. describe an organic reaction: reactants, conditions, products, and yield The reactants are CN(C=O)C (Dimethylformamide), S(=O)(=O)(O)OC1=CC=C(C=C1)NC (4-methylaminophenol sulfate), C([O-])([O-])=O.[K+].[K+] (potassium carbonate), IC (iodomethane). Solvent: O1CCCC1 (tetrahydrofuran). Run at time 18 hour. Yields the product CN(C1=CC=C(C=C1)O)C (4-dimethylaminophenol). The yield is 38.5%. Reaction SMILES: S([O:5][C:6]1[CH:11]=[CH:10][C:9]([NH:12][CH3:13])=[CH:8][CH:7]=1)(O)(=O)=O.[C:14](=O)([O-])[O-].[K+].[K+].IC.CN(C)C=O>O1CCCC1>[CH3:14][N:12]([CH3:13])[C:9]1[CH:10]=[CH:11][C:6]([OH:5])=[CH:7][CH:8]=1 |f:1.2.3|. Procedure details: A mixture of 4-methylaminophenol sulfate (1.00 g) and potassium carbonate (0.88 g) in dry tetrahydrofuran (29 mL) was stirred for 45 minutes at room temperature before iodomethane (0.36 mL) was added. After the reaction was stirred for 18 h, TLC showed incomplete reaction. Dimethylformamide (5 mL) was added to make the reaction mixture homogeneous and stirring was continued. After a total of 42 h, the reaction was evaporated and the residue was suspended in ethyl acetate (75 mL). The suspension ... The reactants are CC(C)=O, CI, Cc1cccc2c(C(=O)O)c[nH]c12, [K+], [OH-], O. Product: Cc1cccc2c(C(=O)O)cn(C)c12. Reaction SMILES: [CH3:19][C:20](=[O:21])[CH3:22].[CH3:1][I:2].[CH3:3][c:4]1[cH:5][cH:6][cH:7][c:8]2[c:9]([C:13](=[O:14])[OH:15])[cH:10][nH:11][c:12]12.[K+:17].[OH-:16].[OH2:18]>>[CH3:1][n:11]1[cH:10][c:9]([C:13](=[O:14])[OH:15])[c:8]2[cH:7][cH:6][cH:5][c:4]([CH3:3])[c:12]21. The reactants are C(C1=CC=CC=C1)OC(=O)NCCCC[C@@H](CC(=O)O)O ((S)-7-benzyloxycarbonylamino-3-hydroxyheptanoic acid), CCOCC (ether), [N+](=[N-])=C (diazomethane). The solvent is COCCOC (1,2-dimethoxyethane). Reaction conditions: time 30 minute. Product: C(C1=CC=CC=C1)OC(=O)NCCCC[C@@H](CC(=O)OC)O (methyl (S)-7-benzyloxycarbonylamino-3-hydroxyheptanoate). Isolated yield 98.0%. Reaction SMILES: [CH2:1]([O:8][C:9]([NH:11][CH2:12][CH2:13][CH2:14][CH2:15][C@H:16]([OH:21])[CH2:17][C:18]([OH:20])=[O:19])=[O:10])[C:2]1[CH:7]=[CH:6][CH:5]=[CH:4][CH:3]=1.[CH3:22]COCC.[N+](=C)=[N-]>COCCOC>[CH2:1]([O:8][C:9]([NH:11][CH2:12][CH2:13][CH2:14][CH2:15][C@H:16]([OH:21])[CH2:17][C:18]([O:20][CH3:22])=[O:19])=[O:10])[C:2]1[CH:3]=[CH:4][CH:5]=[CH:6][CH:7]=1. Procedure details: Into 4 ml of 1,2-dimethoxyethane, was dissolved 450 mg (1.52 mmoles) of (S)-7-benzyloxycarbonylamino-3-hydroxyheptanoic acid. To the solution, while being cooled in ice, was added dropwise 7 ml (4.56 mmoles) of an ether solution of diazomethane. The mixture was stirred for 30 minutes and then evaporated to dryness to yield 461 mg (98% yield) of methyl (S)-7-benzyloxycarbonylamino-3-hydroxyheptanoate. [α]D21 +1°. The reactants are COC1OC(CO)C(O)C1OS(=O)(=O)c1ccc(C)cc1, C[O-], CC(=O)O, CO, [Na+]. The product is COC1OC(CO)C2OC12. RXN SMILES: [CH3:1][c:2]1[cH:3][cH:4][c:5]([S:6]([O:7][CH:12]2[CH:13]([O:20][CH3:21])[O:14][CH:15]([CH2:18][OH:19])[CH:16]2[OH:17])(=[O:8])=[O:9])[cH:10][cH:11]1.[CH3:22][O-:23].[CH3:25][C:26](=[O:27])[OH:28].[CH3:29][OH:30].[Na+:24]>>[CH:12]12[CH:13]([O:20][CH3:21])[O:14][CH:15]([CH2:18][OH:19])[CH:16]1[O:17]2. Reactants: ClC(Cl)Cl, O=C(Cl)CCl, CCCCCCc1cc(C(=O)c2ccc(OC)cc2)c(N)s1. Yields the product CCCCCCc1cc(C(=O)c2ccc(OC)cc2)c(NC(=O)CCl)s1. As a reaction SMILES: [CH:28]([Cl:29])([Cl:30])[Cl:31].[Cl:23][CH2:24][C:25](=[O:26])[Cl:27].[NH2:1][c:2]1[s:3][c:4]([CH2:17][CH2:18][CH2:19][CH2:20][CH2:21][CH3:22])[cH:5][c:6]1[C:7]([c:8]1[cH:9][cH:10][c:11]([O:14][CH3:15])[cH:12][cH:13]1)=[O:16]>>[NH:1]([c:2]1[s:3][c:4]([CH2:17][CH2:18][CH2:19][CH2:20][CH2:21][CH3:22])[cH:5][c:6]1[C:7]([c:8]1[cH:9][cH:10][c:11]([O:14][CH3:15])[cH:12][cH:13]1)=[O:16])[C:25]([CH2:24][Cl:23])=[O:26]. Reactants: CCCCN, CCCCO, CC(C)O, Cc1cc(-c2ccccc2)nnc1Cl, O. The product is CCCCNc1nnc(-c2ccccc2)cc1C. As a reaction SMILES: [CH2:15]([CH2:16][CH2:17][CH3:18])[NH2:19].[CH2:21]([OH:22])[CH2:23][CH2:24][CH3:25].[CH:26]([OH:27])([CH3:28])[CH3:29].[Cl:1][c:2]1[n:3][n:4][c:5](-[c:9]2[cH:10][cH:11][cH:12][cH:13][cH:14]2)[cH:6][c:7]1[CH3:8].[OH2:20]>>[c:2]1([NH:19][CH2:15][CH2:16][CH2:17][CH3:18])[n:3][n:4][c:5](-[c:9]2[cH:10][cH:11][cH:12][cH:13][cH:14]2)[cH:6][c:7]1[CH3:8]. The reactants are O=C(CC#N)C1=CC(=CC=C1)C(F)(F)F (β-oxo-3-(trifluoromethyl)benzenepropanenitrile), N(=O)[O-].[Na+] (sodium nitrite). The solvent is C(C)(=O)O (acetic acid), O (water). Conditions: temperature 15 celsius, time 8 hour. Yields the product ON=C(C#N)C(C1=CC(=CC=C1)C(F)(F)F)=O (α-(hydroxyimino)-β-oxo-3-(trifluoromethyl)benzenepropanenitrile). The yield is 95.4%. Reaction SMILES: [O:1]=[C:2]([C:6]1[CH:11]=[CH:10][CH:9]=[C:8]([C:12]([F:15])([F:14])[F:13])[CH:7]=1)[CH2:3][C:4]#[N:5].[N:16]([O-])=[O:17].[Na+]>C(O)(=O)C.O>[OH:17][N:16]=[C:3]([C:2](=[O:1])[C:6]1[CH:11]=[CH:10][CH:9]=[C:8]([C:12]([F:13])([F:14])[F:15])[CH:7]=1)[C:4]#[N:5] |f:1.2|. Reported procedure: To a solution of 30.0 g of the title compound of Step A in 200 mL of glacial acetic acid was added dropwise a solution of 11.7 g of sodium nitrite in 35 mL of water while maintaining the reaction temperature at about 15° C. with external cooling. Following addition, the external cooling was removed and the suspension was stirred at room temperature overnight and then poured into excess water (about 400 mL). The aqueous suspension was acidified by dropwise addition of concentrated hydrochloric ac... The reactants are C(C)(C)(C)C=1C=C(C#N)C=C(C1)C(C)(C)C (3,5-di-tert-butylbenzonitrile), [H-].[Al+3].[Li+].[H-].[H-].[H-] (lithium aluminum hydride). The solvent is C1CCOC1 (THF). Run at time 1 hour. The product is C(C)(C)(C)C=1C=C(CN)C=C(C1)C(C)(C)C (3,5-di-tert-butylbenzylamine). RXN SMILES: [C:1]([C:5]1[CH:6]=[C:7]([CH:10]=[C:11]([C:13]([CH3:16])([CH3:15])[CH3:14])[CH:12]=1)[C:8]#[N:9])([CH3:4])([CH3:3])[CH3:2].[H-].[Al+3].[Li+].[H-].[H-].[H-]>C1COCC1>[C:13]([C:11]1[CH:10]=[C:7]([CH:6]=[C:5]([C:1]([CH3:4])([CH3:3])[CH3:2])[CH:12]=1)[CH2:8][NH2:9])([CH3:16])([CH3:15])[CH3:14] |f:1.2.3.4.5.6|. Reported procedure: To 3,5-di-tert-butylbenzonitrile (863 mg, 4.02 mmol) in dry THF (10 mL) at 0° C. was added lithium aluminum hydride (304 mg, 8.0 mmol) in one portion. The reaction mixture was allowed to warm to rt for 2 h, whereupon the reaction was quenched (0.2 mL water, followed by 0.2 mL 15% potassium hydroxide solution and 0.6 mL water). The reaction mixture was stirred at rt for 1 h, then filtered through diatomaceous earth (CH2Cl2 elution). The filtrate was then concentrated and used in the next reaction...